This data is from the Open Reaction Database (ORD), a public repository of structured organic reaction records. The task is: describe an organic reaction: reactants, conditions, products, and yield Starting materials: C1CCOC1, CO, CCOC(=O)C(CC(C)C)c1cc(Cl)c(OCC(F)(F)F)c(-c2ccc(C(F)(F)F)cc2)c1, [Li+], [OH-], O, O. Yields the product CC(C)CC(C(=O)O)c1cc(Cl)c(OCC(F)(F)F)c(-c2ccc(C(F)(F)F)cc2)c1. Reaction SMILES: [CH2:39]1[O:40][CH2:41][CH2:42][CH2:43]1.[CH3:37][OH:38].[Cl:1][c:2]1[cH:3][c:4]([CH:24]([C:25](=[O:26])[O:27][CH2:28][CH3:29])[CH2:30][CH:31]([CH3:32])[CH3:33])[cH:5][c:6](-[c:14]2[cH:15][cH:16][c:17]([C:20]([F:21])([F:22])[F:23])[cH:18][cH:19]2)[c:7]1[O:8][CH2:9][C:10]([F:11])([F:12])[F:13].[Li+:36].[OH-:35].[OH2:34].[OH2:44]>>[Cl:1][c:2]1[cH:3][c:4]([CH:24]([C:25](=[O:26])[OH:27])[CH2:30][CH:31]([CH3:32])[CH3:33])[cH:5][c:6](-[c:14]2[cH:15][cH:16][c:17]([C:20]([F:21])([F:22])[F:23])[cH:18][cH:19]2)[c:7]1[O:8][CH2:9][C:10]([F:11])([F:12])[F:13]. Starting materials: B(Br)(Br)Br (BBr3), BrC1=C(C=C(C=C1)OC)[N+](=O)[O-] (4-bromo-3-nitroanisole), CCOC(=O)C (EtOAc). Run in C(Cl)Cl (CH2Cl2). Run at time 23 hour. The product is BrC1=C(C=CC=C1[N+](=O)[O-])O (2-bromo-3-nitrophenol). The yield is 79.0%. RXN SMILES: B(Br)(Br)Br.[Br:5][C:6]1C=C[C:9](OC)=[CH:8][C:7]=1[N+:14]([O-:16])=[O:15].CCO[C:20]([CH3:22])=[O:21]>C(Cl)Cl>[Br:5][C:6]1[C:7]([N+:14]([O-:16])=[O:15])=[CH:8][CH:9]=[CH:22][C:20]=1[OH:21]. Reported procedure: BBr3 (1 M in CH2Cl2, 77 mL, 77 mmol) was added dropwise, over 1 h, to a stirred solution of 4-bromo-3-nitroanisole (5.0 g, 22 mmol) in 30 mL CH2Cl2 at -70° C. under nitrogen. The resulting deep burgundy-colored reaction was stirred overnight (23 h) and then poured onto 300 g crushed ice. EtOAc (250 mL) was added and the organic fraction washed with brine (250 mL), dried (MgSO4) and concentrated in vacuo to 5.06 g of a yellow-brown solid. Purification by column chromatography (EtOAc/hexane, gradi... The reactants are CCc1nn(C2CCCCC2)c2cc(Br)ccc12, [Li]CCCC, CCOC(=O)C1CCC(=O)CC1, Cc1ccccc1, Cl, C1CCOC1. The product is CCOC(=O)C1CCC(O)(c2ccc3c(CC)nn(C4CCCCC4)c3c2)CC1. RXN SMILES: [Br:1][c:2]1[cH:3][cH:4][c:5]2[c:6]([CH2:17][CH3:18])[n:7][n:8]([CH:11]3[CH2:12][CH2:13][CH2:14][CH2:15][CH2:16]3)[c:9]2[cH:10]1.[CH2:24]([Li:25])[CH2:26][CH2:27][CH3:28].[CH2:29]([CH3:30])[O:31][C:32](=[O:33])[CH:34]1[CH2:35][CH2:36][C:37](=[O:40])[CH2:38][CH2:39]1.[CH3:42][c:43]1[cH:44][cH:45][cH:46][cH:47][cH:48]1.[ClH:41].[O:19]1[CH2:20][CH2:21][CH2:22][CH2:23]1>>[c:2]1([C:37]2([OH:40])[CH2:36][CH2:35][CH:34]([C:32]([O:31][CH2:29][CH3:30])=[O:33])[CH2:39][CH2:38]2)[cH:3][cH:4][c:5]2[c:6]([CH2:17][CH3:18])[n:7][n:8]([CH:11]3[CH2:12][CH2:13][CH2:14][CH2:15][CH2:16]3)[c:9]2[cH:10]1. Starting materials: Cc1cc2cc(C3CCN(C)CC3)ccc2o1, Cc1ccccc1, CCOC(=O)Cl, [K+], [OH-], O, OCCOCCO. Yields the product Cc1cc2cc(C3CCNCC3)ccc2o1. RXN SMILES: [CH3:1][N:2]1[CH2:3][CH2:4][CH:5]([c:8]2[cH:9][cH:10][c:11]3[c:12]([cH:13][c:14]([CH3:16])[o:15]3)[cH:17]2)[CH2:6][CH2:7]1.[CH3:27][c:28]1[cH:29][cH:30][cH:31][cH:32][cH:33]1.[Cl:18][C:19]([O:20][CH2:21][CH3:22])=[O:23].[K+:25].[OH-:24].[OH2:26].[OH:34][CH2:35][CH2:36][O:37][CH2:38][CH2:39][OH:40]>>[NH:2]1[CH2:3][CH2:4][CH:5]([c:8]2[cH:9][cH:10][c:11]3[c:12]([cH:13][c:14]([CH3:16])[o:15]3)[cH:17]2)[CH2:6][CH2:7]1. Starting materials: CCC(CC)Nc1c([N+](=O)[O-])cc(C)c(C(C)C)c1[N+](=O)[O-], O, O=S(=O)(O)O. The product is Cc1cc([N+](=O)[O-])c(N)c([N+](=O)[O-])c1C(C)C. As a reaction SMILES: [N+:1](=[O:2])([O-:3])[c:4]1[cH:5][c:6]([CH3:22])[c:7]([CH:19]([CH3:20])[CH3:21])[c:8]([N+:16](=[O:17])[O-:18])[c:9]1[NH:10][CH:11]([CH2:12][CH3:13])[CH2:14][CH3:15].[OH2:28].[S:23](=[O:24])(=[O:25])([OH:26])[OH:27]>>[N+:1](=[O:2])([O-:3])[c:4]1[cH:5][c:6]([CH3:22])[c:7]([CH:19]([CH3:20])[CH3:21])[c:8]([N+:16](=[O:17])[O-:18])[c:9]1[NH2:10].